This data is from the Open Reaction Database (ORD), a public repository of structured organic reaction records. The task is: describe an organic reaction: reactants, conditions, products, and yield The reactants are C[C@H]1[C@@H]([C@H]([C@H]([C@@H](O1)OC(=O)C[C@@H](C)CC(=O)O[C@@H](CCCCCCCCCCCC(C)C)CC(=O)O[C@H]2CN([C@H](C(=O)N([C@@H]2C(=O)O)C)[C@@H]([C@@H]3[C@H]([C@H]([C@@H](O3)N4C=CC(=O)NC4=O)O)O)O[C@H]5[C@@H]([C@@H]([C@H](O5)CN)O)O)C)OC)OC)OC (caprazamycin B), N (ammonia). The solvent is CN(C=O)C (N,N-dimethylformamide). Reaction conditions: time 4 day. The product is CN1C[C@@H]([C@H](N(C(=O)[C@@H]1[C@@H]([C@@H]2[C@H]([C@H]([C@@H](O2)N3C=CC(=O)NC3=O)O)O)O[C@H]4[C@@H]([C@@H]([C@H](O4)CN)O)O)C)C(=O)O)O (caprazol). The yield is 100.4%. RXN SMILES: C[C@@H]1O[C@@H](OC(C[C@H](CC(O[C@H](CC([O:36][C@@H:37]2[C@@H:44]([C:45]([OH:47])=[O:46])[N:43]([CH3:48])[C:41](=[O:42])[C@H:40]([C@H:49]([O:65][C@@H:66]3[O:70][C@H:69]([CH2:71][NH2:72])[C@@H:68]([OH:73])[C@H:67]3[OH:74])[C@H:50]3[O:54][C@@H:53]([N:55]4[C:61](=[O:62])[NH:60][C:58](=[O:59])[CH:57]=[CH:56]4)[C@H:52]([OH:63])[C@@H:51]3[OH:64])[N:39]([CH3:75])[CH2:38]2)=O)CCCCCCCCCCCC(C)C)=O)C)=O)[C@H](OC)[C@H](OC)[C@H]1OC.N>CN(C)C=O>[CH3:75][N:39]1[C@@H:40]([C@H:49]([O:65][C@@H:66]2[O:70][C@H:69]([CH2:71][NH2:72])[C@@H:68]([OH:73])[C@H:67]2[OH:74])[C@H:50]2[O:54][C@@H:53]([N:55]3[C:61](=[O:62])[NH:60][C:58](=[O:59])[CH:57]=[CH:56]3)[C@H:52]([OH:63])[C@@H:51]2[OH:64])[C:41](=[O:42])[N:43]([CH3:48])[C@H:44]([C:45]([OH:47])=[O:46])[C@@H:37]([OH:36])[CH2:38]1. Procedure: The reaction of Step (1) is as shown below. Specifically, 150 mg of caprazamycin B were dissolved in 1.5 mL of N,N-dimethylformamide. To this solution, 1.5 mL of 28% aqueous ammonia were added and the resulting mixture was stirred at room temperature for 4 days for hydrolysis. The insoluble material developed in the reaction mixture was removed by filtration and the filtrate was concentrated. The resulting residue was washed with acetone and dried to afford 74.7 mg of caprazol as a colorless sol...